Dataset: the Open Reaction Database (ORD), a public repository of structured organic reaction records. Task: describe an organic reaction: reactants, conditions, products, and yield The reactants are C([O-])(O)=O.[Na+] (sodium bicarbonate), O1CCCC=C1 (dihydropyran), C1(=CC=C(C=C1)S(=O)(=O)[O-])C.[NH+]1=CC=CC=C1 (pyridinium p-toluene sulfonate), CC(=C)[C@@H]1CC[C@]2([C@H]1[C@H]3CC[C@@H]4[C@]5(CCC(=O)C([C@@H]5CC[C@]4([C@@]3(CC2)C)C)(C)C)C)C(=O)O (Betulonic acid). Run in C(Cl)Cl (methylene chloride). Reaction conditions: time 3 day. Yields the product mono-THP ether of betulin, CC(=C)[C@@H]1CC[C@]2([C@H]1[C@H]3CC[C@@H]4[C@]5(CC[C@@H](C([C@@H]5CC[C@]4([C@@]3(CC2)C)C)(C)C)O)C)CO.CCOCC (betulin ether). Reaction SMILES: [CH3:1][C:2]([C@H:4]1[C@@H:8]2[C@@H:9]3[C@@:23]([CH3:26])([CH2:24][CH2:25][C@@:7]2([C:31](O)=[O:32])[CH2:6][CH2:5]1)[C@@:22]1([CH3:27])[C@@H:12]([C@:13]2([CH3:30])[C@@H:19]([CH2:20][CH2:21]1)[C:18]([CH3:29])([CH3:28])[C:16](=[O:17])[CH2:15][CH2:14]2)[CH2:11][CH2:10]3)=[CH2:3].[O:34]1[CH:39]=[CH:38]C[CH2:36][CH2:35]1.C1(C)C=CC(S([O-])(=O)=O)=CC=1.[NH+]1C=CC=CC=1.C(=O)(O)[O-].[Na+]>C(Cl)Cl>[CH3:3][C:2]([C@H:4]1[C@@H:8]2[C@@H:9]3[C@@:23]([CH3:26])([CH2:24][CH2:25][C@@:7]2([CH2:31][OH:32])[CH2:6][CH2:5]1)[C@@:22]1([CH3:27])[C@@H:12]([C@:13]2([CH3:30])[C@@H:19]([CH2:20][CH2:21]1)[C:18]([CH3:29])([CH3:28])[C@@H:16]([OH:17])[CH2:15][CH2:14]2)[CH2:11][CH2:10]3)=[CH2:1].[CH3:36][CH2:35][O:34][CH2:39][CH3:38] |f:2.3,4.5,7.8|. Procedure details: To a methylene chloride (CH2Cl2) solution (15 mL) containing betulin (2, 450 mg, 1.016 mmol) was added dihydropyran (DHP, 94 mg, 1.12 mmol) and pyridinium p-toluene sulfonate (PPTS, 30 mg. 0.12 mmol) at room temperature and under a nitrogen (N2) blanket. The resulting mixture was stirred for three days. After completion of the reaction, 5 mL of saturated sodium bicarbonate (NaHCO3) was added to the reaction mixture. The organic layer was separated from the aqueous layer, next was washed with a s... Reactants: CCC1CCC(NC(=O)C2CC2COS(C)(=O)=O)CC1, FC(F)(F)c1cnc(N2CCNCC2)c(Cl)c1, Clc1cccc(N2CCNCC2)c1, Cl, Cl. Product: CCC1CCC(NC(=O)C2CC2CN2CCN(c3ncc(C(F)(F)F)cc3Cl)CC2)CC1. Reaction SMILES: [CH2:1]([CH3:2])[CH:3]1[CH2:4][CH2:5][CH:6]([NH:9][C:10](=[O:11])[CH:12]2[CH:13]([CH2:15][O:16][S:17]([CH3:18])(=[O:19])=[O:20])[CH2:14]2)[CH2:7][CH2:8]1.[Cl:22][c:23]1[c:24]([N:33]2[CH2:34][CH2:35][NH:36][CH2:37][CH2:38]2)[n:25][cH:26][c:27]([C:29]([F:30])([F:31])[F:32])[cH:28]1.[Cl:40][c:41]1[cH:42][c:43]([N:44]2[CH2:45][CH2:46][NH:47][CH2:48][CH2:49]2)[cH:50][cH:51][cH:52]1.[ClH:21].[ClH:39]>>[CH2:1]([CH3:2])[CH:3]1[CH2:4][CH2:5][CH:6]([NH:9][C:10](=[O:11])[CH:12]2[CH:13]([CH2:15][N:36]3[CH2:35][CH2:34][N:33]([c:24]4[c:23]([Cl:22])[cH:28][c:27]([C:29]([F:30])([F:31])[F:32])[cH:26][n:25]4)[CH2:38][CH2:37]3)[CH2:14]2)[CH2:7][CH2:8]1. The reactants are CCOC(C)=O, O=C(Cl)Cl, CCCNCc1ccc(Cl)cc1. Product: CCCN(Cc1ccc(Cl)cc1)C(=O)Cl. As a reaction SMILES: [CH3:17][CH2:18][O:19][C:20](=[O:21])[CH3:22].[Cl:13][C:14]([Cl:15])=[O:16].[Cl:1][c:2]1[cH:3][cH:4][c:5]([CH2:6][NH:7][CH2:8][CH2:9][CH3:10])[cH:11][cH:12]1>>[Cl:1][c:2]1[cH:3][cH:4][c:5]([CH2:6][N:7]([CH2:8][CH2:9][CH3:10])[C:14]([Cl:13])=[O:16])[cH:11][cH:12]1. Reactants: BrC=1C=CC=C2C=CNC12 (7-bromo-1H-indole), C1=C(C=CC2=CC=CC=C12)B(O)O (2-naphthylboronic acid). Product: C1=C(C=CC2=CC=CC=C12)C=1C=CC=C2C=CNC12 (7-(2-NAPHTHYL)-1H-INDOLE). RXN SMILES: Br[C:2]1[CH:3]=[CH:4][CH:5]=[C:6]2[C:10]=1[NH:9][CH:8]=[CH:7]2.[CH:11]1[C:20]2[C:15](=[CH:16][CH:17]=[CH:18][CH:19]=2)[CH:14]=[CH:13][C:12]=1B(O)O>>[CH:19]1[C:20]2[C:15](=[CH:14][CH:13]=[CH:12][CH:11]=2)[CH:16]=[CH:17][C:18]=1[C:2]1[CH:3]=[CH:4][CH:5]=[C:6]2[C:10]=1[NH:9][CH:8]=[CH:7]2. Reported procedure: Prepared by Procedure I and Scheme T using 7-bromo-1H-indole and 2-naphthylboronic acid: ESMS m/e: 244.0 (M+H)+. Starting materials: O=[O+][O-] (ozone), O=[O+][O-] (ozone), C(C1=CC=CC=C1)OC(N[C@@H]1CC[C@H](CC1)OCC(=CC1=CC=CC=C1)C1=C(C=CC=C1)F)=O (trans-[4-(2-(2-fluorophenyl)-3-phenyl-allyloxy)-cyclohexyl]-carbamic acid benzyl ester). The solvent is ClCCl (dichloromethane), CO (methanol). The product is FC1=C(C=CC=C1)C(CO[C@@H]1CC[C@H](CC1)NC(OCC1=CC=CC=C1)=O)O (Benzyl {trans-4-[2-(2-fluorophenyl)-2-hydroxyethoxy]cyclohexyl}carbamate). As a reaction SMILES: [CH2:1]([O:8][C:9](=[O:34])[NH:10][C@H:11]1[CH2:16][CH2:15][C@H:14]([O:17][CH2:18][C:19]([C:27]2[CH:32]=[CH:31][CH:30]=[CH:29][C:28]=2[F:33])=CC2C=CC=CC=2)[CH2:13][CH2:12]1)[C:2]1[CH:7]=[CH:6][CH:5]=[CH:4][CH:3]=1.[O:35]=[O+][O-]>ClCCl.CO>[F:33][C:28]1[CH:29]=[CH:30][CH:31]=[CH:32][C:27]=1[CH:19]([OH:35])[CH2:18][O:17][C@H:14]1[CH2:15][CH2:16][C@H:11]([NH:10][C:9](=[O:34])[O:8][CH2:1][C:2]2[CH:7]=[CH:6][CH:5]=[CH:4][CH:3]=2)[CH2:12][CH2:13]1. Procedure: To a stirred solution of 41 g of trans-[4-(2-(2-fluorophenyl)-3-phenyl-allyloxy)-cyclohexyl]-carbamic acid benzyl ester in 750 mL of dichloromethane and 250 mL of methanol cooled to −78° C. was dispersed a stream of ozone from an ozone generator until a blue color persisted. The excess ozone was purged with nitrogen until the blue color dissipated, and 7.8 g of sodium borohydride was added. After warming to room temperature over 30 min, the solution was diluted with 50 mL of water and concentrat... Starting materials: C(C)OC1=C(C(=O)O)C=CC(=C1)[N+](=O)[O-] (2-ethoxy-4-nitrobenzoic acid), O.C1(=CC=C(C=C1)S(=O)(=O)O)C (p-toluenesulfonic acid monohydrate). The solvent is CO (methanol). Product: C(C)OC1=C(C(=O)OC)C=CC(=C1)[N+](=O)[O-] (methyl 2-ethoxy-4-nitrobenzoate). The yield is 311.0%. RXN SMILES: [CH2:1]([O:3][C:4]1[CH:12]=[C:11]([N+:13]([O-:15])=[O:14])[CH:10]=[CH:9][C:5]=1[C:6]([OH:8])=[O:7])[CH3:2].O.[C:17]1(C)C=CC(S(O)(=O)=O)=CC=1>CO>[CH2:1]([O:3][C:4]1[CH:12]=[C:11]([N+:13]([O-:15])=[O:14])[CH:10]=[CH:9][C:5]=1[C:6]([O:8][CH3:17])=[O:7])[CH3:2] |f:1.2|. Reported procedure: A solution of 2-ethoxy-4-nitrobenzoic acid (2.035 g, 9.45 mmol, Aldrich) in methanol (40 ml) was treated with p-toluenesulfonic acid monohydrate (583.3 mg, 3.07 mmol) and heated at reflux under argon for 17 hrs. The solvent was removed and the residue was dissolved in ethyl acetate, washed with saturated Na2CO3, water and saturated NaCl and dried over Na2SO4, filtered and concentrated to give methyl 2-ethoxy-4-nitrobenzoate (2.15 g, 101%) as a yellow solid.